This data is from the Open Reaction Database (ORD), a public repository of structured organic reaction records. The task is: describe an organic reaction: reactants, conditions, products, and yield Reactants: C=C1C2=C(OCC3=C1C=CC=C3)C=CC(=C2)C(=O)O (11-methylene-6,11-dihydrodibenz[b,e]oxepin-2-carboxylic acid). Reagents/catalysts: [Pd] (palladium on carbon). Run in C(C)O (ethanol). Conditions: time 30 minute. The product is CC1C2=C(OCC3=C1C=CC=C3)C=CC(=C2)C(=O)O (11-Methyl-6,11-dihydrodibenz[b,e]oxepin-2-carboxylic Acid). Isolated yield 70.4%. As a reaction SMILES: [CH2:1]=[C:2]1[C:8]2[CH:9]=[CH:10][CH:11]=[CH:12][C:7]=2[CH2:6][O:5][C:4]2[CH:13]=[CH:14][C:15]([C:17]([OH:19])=[O:18])=[CH:16][C:3]1=2>[Pd].C(O)C>[CH3:1][CH:2]1[C:8]2[CH:9]=[CH:10][CH:11]=[CH:12][C:7]=2[CH2:6][O:5][C:4]2[CH:13]=[CH:14][C:15]([C:17]([OH:19])=[O:18])=[CH:16][C:3]1=2. Procedure: Dissolve 514 mg of 11-methylene-6,11-dihydrodibenz[b,e]oxepin-2-carboxylic acid in 150 ml. of ethanol. Add 100 mg of 5% palladium on carbon catalyst. Hydrogenate at 20 psi for 30 minutes. Filter and strip the filtrate to dryness. Recrystallize the residue from isopropanol to obtain the title product (yield 365 mg, m.p. 224°-226° C.). Reactants: ClC1=CC(=C(C=C1)N)N (4-chloro-1,2-phenylenediamine), C1(=CC=CC=C1)C1CC(=O)OC(C1)=O (3-phenylglutaric anhydride). Product: ClC1=CC2=C(N=C(N2)CC(CC(=O)O)C2=CC=CC=C2)C=C1.Cl (4-(5-chloro-2-benzimidazolyl)-3-phenylbutanoic acid•HCl). Reaction SMILES: [Cl:1][C:2]1[CH:7]=[CH:6][C:5]([NH2:8])=[C:4]([NH2:9])[CH:3]=1.[C:10]1([CH:16]2[CH2:22][C:21](=O)[O:20][C:18](=[O:19])[CH2:17]2)[CH:15]=[CH:14][CH:13]=[CH:12][CH:11]=1>>[Cl:1][C:2]1[CH:7]=[CH:6][C:5]2[N:8]=[C:21]([CH2:22][CH:16]([C:10]3[CH:15]=[CH:14][CH:13]=[CH:12][CH:11]=3)[CH2:17][C:18]([OH:20])=[O:19])[NH:9][C:4]=2[CH:3]=1.[ClH:1] |f:2.3|. Reported procedure: By a procedure similar to that of example 1.1, starting from commercial 4-chloro-1,2-phenylenediamine and 3-phenylglutaric anhydride, 4-(5-chloro-2-benzimidazolyl)-3-phenylbutanoic acid•HCl was obtained as light red solid in three steps. Product: N[C@H]1[C@@H](CCCC1)NC1CCN(CC1)C1(CN(CC1)C(=O)OC(C)(C)C)C (tert-butyl 3-[4-[[(1R,2R)-2-aminocyclohexyl]amino]-1-piperidyl]-3-methyl-pyrrolidine-1-carboxylate). As a reaction SMILES: [CH3:1][C:2]1([N:14]2[CH2:19][CH2:18][C:17](=O)[CH2:16][CH2:15]2)[CH2:6][CH2:5][N:4]([C:7]([O:9][C:10]([CH3:13])([CH3:12])[CH3:11])=[O:8])[CH2:3]1.[CH2:21]1[CH2:26][C@@H:25]([NH2:27])[C@H:24]([NH2:28])[CH2:23][CH2:22]1>>[NH2:27][C@@H:25]1[CH2:26][CH2:21][CH2:22][CH2:23][C@H:24]1[NH:28][CH:17]1[CH2:18][CH2:19][N:14]([C:2]2([CH3:1])[CH2:6][CH2:5][N:4]([C:7]([O:9][C:10]([CH3:13])([CH3:12])[CH3:11])=[O:8])[CH2:3]2)[CH2:15][CH2:16]1. Reactants: CC1(CN(CC1)C(=O)OC(C)(C)C)N1CCC(CC1)=O (tert-butyl 3-methyl-3-(4-oxo-1-piperidyl)pyrrolidine-1-carboxylate), C1CC[C@H]([C@@H](C1)N)N (1R,2R-diaminocyclohexane). Reported procedure: Following the procedure used in step D of the example 7 and starting with tert-butyl 3-methyl-3-(4-oxo-1-piperidyl)pyrrolidine-1-carboxylate (300 mg, 1.06 mmol) and 1R,2R-diaminocyclohexane (244.2 mg, 2.12 mmol), the title compound was obtained (300 mg). MS (M+1): 381.30 The reactants are [N+](=O)([O-])C1=C2C=CC(=NC2=CC=C1)Cl (5-nitro-2-chloroquinoline), FC=1C=C(C=C(C1)F)S(=O)(=O)Cl (3,5-difluorobenzenesulfonylchloride), NC1=C2CCCC2=CC=C1 (4-aminoindane). Yields the product FC=1C=C(C=C(C1)F)S(=O)(=O)NC1=C2C=CC(=NC2=CC=C1)NC1=C2CCCC2=CC=C1 (3,5-Difluoro-N-[2-(indan-4-ylamino)-quinolin-5-yl]-benzene sulfonamide). As a reaction SMILES: [N+:1]([C:4]1[CH:13]=[CH:12][CH:11]=[C:10]2[C:5]=1[CH:6]=[CH:7][C:8](Cl)=[N:9]2)([O-])=O.[F:15][C:16]1[CH:17]=[C:18]([S:23](Cl)(=[O:25])=[O:24])[CH:19]=[C:20]([F:22])[CH:21]=1.[NH2:27][C:28]1[CH:36]=[CH:35][CH:34]=[C:33]2[C:29]=1[CH2:30][CH2:31][CH2:32]2>>[F:15][C:16]1[CH:17]=[C:18]([S:23]([NH:1][C:4]2[CH:13]=[CH:12][CH:11]=[C:10]3[C:5]=2[CH:6]=[CH:7][C:8]([NH:27][C:28]2[CH:36]=[CH:35][CH:34]=[C:33]4[C:29]=2[CH2:30][CH2:31][CH2:32]4)=[N:9]3)(=[O:25])=[O:24])[CH:19]=[C:20]([F:22])[CH:21]=1. Procedure details: The title compound, MS: m/e=452.0 (M+H+), was prepared in accordance with the general method of example 89 from 5-nitro-2-chloroquinoline, 3,5-difluorobenzenesulfonylchloride and 4-aminoindane. Reactants: BrC1=NC(=CC=C1)OCC1=CC(=CC=C1)F (2-bromo-6-(3-fluorobenzyloxy)pyridine), ClC=1C(=CC(=NC1)F)B(O)O (5-chloro-2-fluoropyridin-4-ylboronic acid), COCCOC (DME), C([O-])([O-])=O.[Na+].[Na+] (sodium carbonate). Run at temperature 100 celsius, time 3 hour. The yield is 58.5%. Reaction SMILES: Br[C:2]1[CH:7]=[CH:6][CH:5]=[C:4]([O:8][CH2:9][C:10]2[CH:15]=[CH:14][CH:13]=[C:12]([F:16])[CH:11]=2)[N:3]=1.[Cl:17][C:18]1[C:19](B(O)O)=[CH:20][C:21]([F:24])=[N:22][CH:23]=1.COCCOC.C(=O)([O-])[O-].[Na+].[Na+]>C(OCC)(=O)C.C1C=CC([P]([Pd]([P](C2C=CC=CC=2)(C2C=CC=CC=2)C2C=CC=CC=2)([P](C2C=CC=CC=2)(C2C=CC=CC=2)C2C=CC=CC=2)[P](C2C=CC=CC=2)(C2C=CC=CC=2)C2C=CC=CC=2)(C2C=CC=CC=2)C2C=CC=CC=2)=CC=1>[Cl:17][C:18]1[C:19]([C:2]2[CH:7]=[CH:6][CH:5]=[C:4]([O:8][CH2:9][C:10]3[CH:15]=[CH:14][CH:13]=[C:12]([F:16])[CH:11]=3)[N:3]=2)=[CH:20][C:21]([F:24])=[N:22][CH:23]=1 |f:3.4.5,^1:49,51,70,89|. Reagents/catalysts: C=1C=CC(=CC1)[P](C=2C=CC=CC2)(C=3C=CC=CC3)[Pd]([P](C=4C=CC=CC4)(C=5C=CC=CC5)C=6C=CC=CC6)([P](C=7C=CC=CC7)(C=8C=CC=CC8)C=9C=CC=CC9)[P](C=1C=CC=CC1)(C=1C=CC=CC1)C=1C=CC=CC1 (PalladiumTetrakis). Yields the product ClC=1C(=CC(=NC1)F)C1=NC(=CC=C1)OCC1=CC(=CC=C1)F (5′-chloro-2′-fluoro-6-(3-fluorobenzyloxy)-2,4′-bipyridine). Reported procedure: A mixture of 2-bromo-6-(3-fluorobenzyloxy)pyridine (145 mg, 0.514 mmol), 5-chloro-2-fluoropyridin-4-ylboronic acid (144 mg, 0.822 mmol), PalladiumTetrakis (71.3 mg, 0.062 mmol), DME (3 ml), and t 2M sodium carbonate (1.028 ml, 2.056 mmol) was reaction mixture was stirred at 100° C. for 3 hr, followed by LCMS. The reaction mixture was cooled, diluted with 10 ml of ethyl acetate, filtered and concentrated to yield a crude product, which was purified by silica gel chromatography using a 12 g column... Run in C(C)(=O)OCC (ethyl acetate). Starting materials: ketone, [BH4-].[Na+] (sodium borohydride), NC(C(=O)OCC)CCCCCCC(=O)OCC (Diethyl 2-aminononanedioate), C=CC(CCCCC)=O (oct-1-en-3-one). Solvent: C(C)O (ethanol), C(C)O (ethanol). Run at time 3 hour. Yields the product OC(CCNC(C(=O)OCC)CCCCCCC(=O)OCC)CCCCC (diethyl 2-(3-hydroxyoctylamino)nonanedioate). As a reaction SMILES: [NH2:1][CH:2]([CH2:8][CH2:9][CH2:10][CH2:11][CH2:12][CH2:13][C:14]([O:16][CH2:17][CH3:18])=[O:15])[C:3]([O:5][CH2:6][CH3:7])=[O:4].[CH2:19]=[CH:20][C:21](=[O:27])[CH2:22][CH2:23][CH2:24][CH2:25][CH3:26].[BH4-].[Na+]>C(O)C>[OH:27][CH:21]([CH2:22][CH2:23][CH2:24][CH2:25][CH3:26])[CH2:20][CH2:19][NH:1][CH:2]([CH2:8][CH2:9][CH2:10][CH2:11][CH2:12][CH2:13][C:14]([O:16][CH2:17][CH3:18])=[O:15])[C:3]([O:5][CH2:6][CH3:7])=[O:4] |f:2.3|. Procedure: Diethyl 2-aminononanedioate (10.40 g) and oct-1-en-3-one (5.04 g) were mixed slowly at 0° C., with stirring, and set aside at room temperature for 3 h., giving diethyl 2-(3-oxoctylamino) nonanedioate as a colourless oil, 2.3(4H, multiplet, --CH2 --CO2Et and NCH2CH2CO--), 3.16(1H, triplet, EtO2C--CHR--N), 4.11(2H, quartet, --O--CH2 --CH3), 4.17(2H, quartet, --O--CH2 --CH3). A stirred solution of this ketone (13.5 g) in absolute ethanol (140 ml) was treated dropwise at 0° C. with sodium borohydrid... Reactants: C(C)(=O)O[BH-](OC(C)=O)OC(C)=O.[Na+] (Sodium triacetoxyborohydride), C(=O)C=1C=C(C=C2C(=C(C=NC12)C(=O)OCC)O)CN1CCOCC1 (ethyl 8-formyl-4-hydroxy-6-(4-morpholinylmethyl)-3-quinolinecarboxylate), C(C1=CC=CC=C1)N (benzylamine), C(C)(=O)O (acetic acid). The solvent is C(C)O.C1CCOC1 (ethanol THF). Run at time 90 minute. The product is C(C1=CC=CC=C1)NCC=1C=C(C=C2C(=C(C=NC12)C(=O)OCC)O)CN1CCOCC1 (Ethyl 8-((Benzylamino)methyl)-4-hydroxy-6-(4-morpholinylmethyl)-3-quinolinecarboxylate). Isolated yield 107.0%. As a reaction SMILES: C(O[BH-](OC(=O)C)OC(=O)C)(=O)C.[Na+].[CH:15]([C:17]1[CH:18]=[C:19]([CH2:33][N:34]2[CH2:39][CH2:38][O:37][CH2:36][CH2:35]2)[CH:20]=[C:21]2[C:26]=1[N:25]=[CH:24][C:23]([C:27]([O:29][CH2:30][CH3:31])=[O:28])=[C:22]2[OH:32])=O.[CH2:40]([NH2:47])[C:41]1[CH:46]=[CH:45][CH:44]=[CH:43][CH:42]=1.C(O)(=O)C>C(O)C.C1COCC1>[CH2:40]([NH:47][CH2:15][C:17]1[CH:18]=[C:19]([CH2:33][N:34]2[CH2:39][CH2:38][O:37][CH2:36][CH2:35]2)[CH:20]=[C:21]2[C:26]=1[N:25]=[CH:24][C:23]([C:27]([O:29][CH2:30][CH3:31])=[O:28])=[C:22]2[OH:32])[C:41]1[CH:46]=[CH:45][CH:44]=[CH:43][CH:42]=1 |f:0.1,5.6|. Procedure: Sodium triacetoxyborohydride (1.0 g) is added to a stirred solution of ethyl 8-formyl-4-hydroxy-6-(4-morpholinylmethyl)-3-quinolinecarboxylate (Preparation 27, 515 mg), benzylamine (340 mg) and acetic acid (360 mg) in a mixture of ethanol/THF (10 mL, 1/1). The solution is stirred for 90 min. The solvents are evaporated. The residue is taken up in chloroform and is applied to a silica gel column which is eluted with 1-3% methanol/chloroform followed by 4% methanol/chloroform to afford 697 mg of t...